The task is: describe an organic reaction: reactants, conditions, products, and yield. This data is from the Open Reaction Database (ORD), a public repository of structured organic reaction records. Reactants: C(CS)(=O)O (Thioglycolic acid), C(CCC)OCCOC(C)O (butoxyethoxyethanol). Reaction conditions: temperature 6 celsius. Yields the product C(CS)(=O)OCCOCCOCCCC (butoxyethoxyethyl thioglycolate). Yield: 92.4%. RXN SMILES: [C:1]([OH:5])(=[O:4])[CH2:2][SH:3].[CH2:6]([O:10][CH2:11][CH2:12][O:13][CH:14](O)[CH3:15])[CH2:7][CH2:8][CH3:9]>>[C:1]([O:5][CH2:15][CH2:14][O:13][CH2:12][CH2:11][O:10][CH2:6][CH2:7][CH2:8][CH3:9])(=[O:4])[CH2:2][SH:3]. Procedure details: Thioglycolic acid (40.9 ml, 0.589 mole) obtained from Evans Chemetics, Inc. was added dropwise with stirring to butoxyethoxyethanol (butyl Carbitol) (95.53 g, 0.589 mole) obtained from Fisher Scientific Company with 12% Dowex cation exchange resin HGR-W (10% crosslinking, 11.46 g) as a catalyst. A temperature increase of 6° C. occurred immediately upon addition of the reactants. The solution was further heated and the byproduct, water, was distilled over at 89° C. and collected. When 50% of the ... Starting materials: O=C(NCCBr)c1ccc(F)cc1, COc1cccc2c1C1CCNCC1C2, Cl. Product: COc1cccc2c1C1CCN(CCNC(=O)c3ccc(F)cc3)CC1C2, Cl. As a reaction SMILES: [Br:17][CH2:18][CH2:19][NH:20][C:21]([c:22]1[cH:23][cH:24][c:25]([F:28])[cH:26][cH:27]1)=[O:29].[CH3:2][O:3][c:4]1[cH:5][cH:6][cH:7][c:8]2[c:16]1[CH:15]1[CH:10]([CH2:9]2)[CH2:11][NH:12][CH2:13][CH2:14]1.[ClH:1]>>[CH3:2][O:3][c:4]1[cH:5][cH:6][cH:7][c:8]2[c:16]1[CH:15]1[CH:10]([CH2:9]2)[CH2:11][N:12]([CH2:18][CH2:19][NH:20][C:21]([c:22]2[cH:23][cH:24][c:25]([F:28])[cH:26][cH:27]2)=[O:29])[CH2:13][CH2:14]1.[ClH:1]. Reactants: C(CC)N(C1=CC=CC2=C1N(C(N2)=O)C)CCC (7-dipropylamino-1-methyl-1,3-dihydro-2H-benzimidazol-2-one), BrN1C(CCC1=O)=O (N-bromosuccinimide), C(C1=CC=CC=C1)(=O)OOC(C1=CC=CC=C1)=O (benzoylperoxide). Solvent: C(Cl)(Cl)(Cl)Cl (carbon tetrachloride), O (water). The product is BrC1=CC=C(C=2N(C(NC21)=O)C)N(CCC)CCC (4-Bromo-7-dipropylamino-1-methyl-1,3-dihydro-2H-benzimidazol-2-one). Isolated yield 27.7%. Reaction SMILES: [CH2:1]([N:4]([CH2:16][CH2:17][CH3:18])[C:5]1[C:10]2[N:11]([CH3:15])[C:12](=[O:14])[NH:13][C:9]=2[CH:8]=[CH:7][CH:6]=1)[CH2:2][CH3:3].[Br:19]N1C(=O)CCC1=O.C(OOC(=O)C1C=CC=CC=1)(=O)C1C=CC=CC=1>C(Cl)(Cl)(Cl)Cl.O>[Br:19][C:8]1[C:9]2[NH:13][C:12](=[O:14])[N:11]([CH3:15])[C:10]=2[C:5]([N:4]([CH2:1][CH2:2][CH3:3])[CH2:16][CH2:17][CH3:18])=[CH:6][CH:7]=1. Reported procedure: A mixture of 7-dipropylamino-1-methyl-1,3-dihydro-2H-benzimidazol-2-one (200 mg, 0.809 mmol), N-bromosuccinimide (216 mg, 1.21 mmol) and catalytic amount of benzoylperoxide in carbon tetrachloride (20 ml) was refluxed for 60 h and diluted with water. The aqueous solution was extracted with dichloromethane. The extract was washed with brine, dried over magnesium sulfate and concentrated under vacuum. The residue was purified by column chromatography eluting 30% ethyl acetate/n-hexane to afford 73... Starting materials: BrC1=CC=C(C=C1)C(=O)C=1C(=NN2C1C=CC=C2)CCCC ((4-bromophenyl) (2-butyl pyrazolo(1,5-a) pyridin-3-yl) methanone), CN(C=O)C (dimethylformamide), cuprous cyanide. Solvent: O (water). The product is C(CCC)C1=NN2C(C=CC=C2)=C1C(=O)C1=C(C#N)C=CC=C1 ((2-butyl pyrazolo (1,5-a)pyridin-3-yl) carbonyl benzonitrile). RXN SMILES: Br[C:2]1[CH:7]=[CH:6][C:5]([C:8]([C:10]2[C:11]([CH2:19][CH2:20][CH2:21][CH3:22])=[N:12][N:13]3[CH:18]=[CH:17][CH:16]=[CH:15][C:14]=23)=[O:9])=[CH:4][CH:3]=1.[CH3:23][N:24](C)C=O>O>[CH2:19]([C:11]1[C:10]([C:8]([C:5]2[CH:6]=[CH:7][CH:2]=[CH:3][C:4]=2[C:23]#[N:24])=[O:9])=[C:14]2[CH:15]=[CH:16][CH:17]=[CH:18][N:13]2[N:12]=1)[CH2:20][CH2:21][CH3:22]. Reported procedure: A mixture of 1.5 g of the product of Example 1, 100 ml of dimethylformamide and 3 g of cuprous cyanide was refluxed for 24 hours and the reaction mixture was taken up in 400 ml of water and 400 ml of ethyl acetate, filtered and extracted with ethyl acetate. After drying and filtering, the solvents were eliminated under reduced pressure at a temperature of about 60° C. to obtain after chromatography on silica (essence G: 80/ethyl acetate: 20) 1.03 g of the expected product melting at 116° C. Starting materials: O=C1CCC(=O)N1Br, ClC(Cl)(Cl)Cl, Cc1ccc(C#N)cc1F, CC(C)(C#N)N=NC(C)(C)C#N. The product is N#Cc1ccc(CBr)c(F)c1. Reaction SMILES: [Br:11][N:12]1[C:13](=[O:14])[CH2:15][CH2:16][C:17]1=[O:18].[C:31]([Cl:32])([Cl:33])([Cl:34])[Cl:35].[F:1][c:2]1[cH:3][c:4]([C:5]#[N:6])[cH:7][cH:8][c:9]1[CH3:10].[N:19]#[C:20][C:21]([N:22]=[N:23][C:24]([C:25]#[N:26])([CH3:27])[CH3:28])([CH3:29])[CH3:30]>>[F:1][c:2]1[cH:3][c:4]([C:5]#[N:6])[cH:7][cH:8][c:9]1[CH2:10][Br:11]. The reactants are CC#N, COC(=O)c1ccc(C)c(-c2ccc3c(O)nncc3c2)c1, O=P(Cl)(Cl)Cl. Product: COC(=O)c1ccc(C)c(-c2ccc3c(Cl)nncc3c2)c1. RXN SMILES: [CH3:28][C:29]#[N:30].[OH:1][c:2]1[n:3][n:4][cH:5][c:6]2[cH:7][c:8](-[c:12]3[cH:13][c:14]([C:15](=[O:16])[O:17][CH3:18])[cH:19][cH:20][c:21]3[CH3:22])[cH:9][cH:10][c:11]12.[P:23]([Cl:24])([Cl:25])([Cl:26])=[O:27]>>[c:2]1([Cl:25])[n:3][n:4][cH:5][c:6]2[cH:7][c:8](-[c:12]3[cH:13][c:14]([C:15](=[O:16])[O:17][CH3:18])[cH:19][cH:20][c:21]3[CH3:22])[cH:9][cH:10][c:11]12. Reactants: Cc1nc[nH]n1, Cc1nc(Cl)ccc1C(=O)Nc1ccc(Cl)c(-c2ccccn2)c1, [H-], [Na+], CN(C)C=O. Yields the product Cc1ncn(-c2ccc(C(=O)Nc3ccc(Cl)c(-c4ccccn4)c3)c(C)n2)n1. Reaction SMILES: [CH3:1][c:2]1[n:3][nH:4][cH:5][n:6]1.[Cl:9][c:10]1[n:11][c:12]([CH3:32])[c:13]([C:14](=[O:15])[NH:16][c:17]2[cH:18][c:19](-[c:24]3[n:25][cH:26][cH:27][cH:28][cH:29]3)[c:20]([Cl:23])[cH:21][cH:22]2)[cH:30][cH:31]1.[H-:7].[Na+:8].[O:33]=[CH:34][N:35]([CH3:36])[CH3:37]>>[CH3:1][c:2]1[n:3][n:4](-[c:10]2[n:11][c:12]([CH3:32])[c:13]([C:14](=[O:15])[NH:16][c:17]3[cH:18][c:19](-[c:24]4[n:25][cH:26][cH:27][cH:28][cH:29]4)[c:20]([Cl:23])[cH:21][cH:22]3)[cH:30][cH:31]2)[cH:5][n:6]1.